From a dataset of the Open Reaction Database (ORD), a public repository of structured organic reaction records. describe an organic reaction: reactants, conditions, products, and yield Reactants: O(C1=CC=CC=C1)P(=O)(OC1=CC=CC=C1)OC=1N(CCOC1)C(=O)OC(C)(C)C (tert-butyl 5-((diphenoxyphosphoryl)oxy)-2H-1,4-oxazine-4(3H)-carboxylate), ClC=1C=CC(=C(C1)B(O)O)OCC (5-chloro-2-ethoxyphenylboronic acid). Product: ClC=1C=CC(=C(C1)C=1N(CCOC1)C(=O)OC(C)(C)C)OCC (tert-butyl 5-(5-chloro-2-ethoxyphenyl)-2H-1,4-oxazine-4(3H)-carboxylate). Isolated yield 24.0%. As a reaction SMILES: O(P(O[C:18]1[N:19]([C:24]([O:26][C:27]([CH3:30])([CH3:29])[CH3:28])=[O:25])[CH2:20][CH2:21][O:22][CH:23]=1)(OC1C=CC=CC=1)=O)C1C=CC=CC=1.[Cl:31][C:32]1[CH:33]=[CH:34][C:35]([O:41][CH2:42][CH3:43])=[C:36](B(O)O)[CH:37]=1>>[Cl:31][C:32]1[CH:37]=[CH:36][C:35]([O:41][CH2:42][CH3:43])=[C:34]([C:18]2[N:19]([C:24]([O:26][C:27]([CH3:28])([CH3:29])[CH3:30])=[O:25])[CH2:20][CH2:21][O:22][CH:23]=2)[CH:33]=1. Procedure details: This compound was prepared from tert-butyl 5-((diphenoxyphosphoryl)oxy)-2H-1,4-oxazine-4(3H)-carboxylate and 5-chloro-2-ethoxyphenylboronic acid using a procedure similar to that described in Example 2 (Steps 1-3a) above. The product was isolated as a white solid (24% yield); 1H-NMR (d6-DMSO) 1.05 (9H, brs), 1.26 (3H, t), 3.62 (2H, t), 3.92 (2H, q), 4.15 (2H, t), 6.21 (1H, s), 6.90 (1H, d), 7.09 (1H, m), 7.22 (1H, dd); 13C-NMR (d6-DMSO) 14.9, 27.7, 63.9, 67.05, 67.1, 111.9, 126.9, 127.3, 132.0; ... Starting materials: C(C)(=O)OC(C)C (isopropyl acetate), CC(C(N)C1=CC=CC=C1)(C)C1=NC=CC=C1 (racemic 2-methyl-1-phenyl-2-(pyridin-2-yl)propan-1-amine), Cl (HCl). Solvent: C(C)(C)O (isopropyl alcohol). Yields the product CC([C@H](N)C1=CC=CC=C1)(C)C1=NC=CC=C1 ((R)-2-methyl-1-phenyl-2-(pyridin-2-yl)propan-1-amine), C1(=CC=CC=C1)C(C(C)C1=NC=CC=C1)=O (1-Phenyl-2-(pyridin-2-yl) propan-1-one). As a reaction SMILES: [CH3:1][C:2]([C:12]1[CH:17]=[CH:16][CH:15]=[CH:14][N:13]=1)([CH3:11])[CH:3]([C:5]1[CH:10]=[CH:9][CH:8]=[CH:7][CH:6]=1)[NH2:4].Cl.C(OC(C)C)(=[O:21])C>C(O)(C)C>[CH3:11][C:2]([C:12]1[CH:17]=[CH:16][CH:15]=[CH:14][N:13]=1)([CH3:1])[C@@H:3]([C:5]1[CH:10]=[CH:9][CH:8]=[CH:7][CH:6]=1)[NH2:4].[C:5]1([C:3](=[O:21])[CH:2]([C:12]2[CH:17]=[CH:16][CH:15]=[CH:14][N:13]=2)[CH3:1])[CH:10]=[CH:9][CH:8]=[CH:7][CH:6]=1. Reported procedure: (R)-2-methyl-1-phenyl-2-(pyridin-2-yl)propan-1-amine is prepared starting from racemic 2-methyl-1-phenyl-2-(pyridin-2-yl)propan-1-amine using chiral SFC chromatography. This oil is dissolved in isopropyl acetate and a solution of 5-6 N HCl in isopropyl alcohol is added. The mixture is concentrated, and triturated in ether to yield 3 as a white solid. M.p.=188° C. 1HNMR (300 MHz, CD3OD): δ 1.59 (s, 3H), 1.76 (s, 3H), 5.09 (s, 1H), 7.25-7.28 (m, 2H), 7.38-7.40 (m, 3H), 8.00 (t, J=6.6 Hz, 1H), 8.11... As a reaction SMILES: [C:1]([N:8]1[CH2:15][C@H:14]([OH:16])[CH2:13][C@H:9]1[C:10]([OH:12])=[O:11])([O:3][C:4]([CH3:7])([CH3:6])[CH3:5])=[O:2].[F:17][C:18]1[C:23](O)=[C:22]([F:25])[C:21]([F:26])=[C:20]([F:27])[C:19]=1[F:28].C1(N=C=NC2CCCCC2)CCCCC1>C(OCC)(=O)C>[F:17][C:18]1[C:23]([O:11][C:10](=[O:12])[C@@H:9]2[CH2:13][C@@H:14]([OH:16])[CH2:15][N:8]2[C:1]([O:3][C:4]([CH3:7])([CH3:6])[CH3:5])=[O:2])=[C:22]([F:25])[C:21]([F:26])=[C:20]([F:27])[C:19]=1[F:28]. Procedure details: Boc-trans-4-hydroxy-L-proline (3.5 kg) (prepared as described in Step 1) and pentafluorophenol (3.06 kg) were dissolved in ethyl acetate (52 L). The solution was treated with a solution of dicyclohexylcarbodiimide (3.43 kg) in ethyl acetate (8 L) and the mixture was stirred at room temperature for 2 hours. The resulting slurry was cooled to 0° C., filtered and the solids washed with ethyl acetate (15 L). The filtrate was evaporated at atmospheric pressure to a volume of 10 L and diluted with hex... Run in C(C)(=O)OCC (ethyl acetate), C(C)(=O)OCC (ethyl acetate). The reactants are C(=O)(OC(C)(C)C)N1[C@H](C(=O)O)C[C@H](C1)O (N-Boc-trans-4-hydroxy-L-proline), FC1=C(C(=C(C(=C1O)F)F)F)F (pentafluorophenol), C1(CCCCC1)N=C=NC1CCCCC1 (dicyclohexylcarbodiimide). Product: FC1=C(C(=C(C(=C1OC([C@H]1N(C[C@@H](C1)O)C(=O)OC(C)(C)C)=O)F)F)F)F (N-Boc-trans-4-hydroxy-L-proline Pentafluorophenyl ester). Conditions: time 2 hour.